Dataset: the Open Reaction Database (ORD), a public repository of structured organic reaction records. Task: describe an organic reaction: reactants, conditions, products, and yield The reactants are Ic1ccc(I)cc1, OC1CN2CCC1CC2. Yields the product Ic1ccc(OC2CN3CCC2CC3)cc1. As a reaction SMILES: [I:10][c:11]1[cH:12][cH:13][c:14]([I:17])[cH:15][cH:16]1.[OH:1][CH:2]1[CH2:3][N:4]2[CH2:5][CH2:6][CH:7]1[CH2:8][CH2:9]2>>[O:1]([CH:2]1[CH2:3][N:4]2[CH2:5][CH2:6][CH:7]1[CH2:8][CH2:9]2)[c:14]1[cH:13][cH:12][c:11]([I:10])[cH:16][cH:15]1.